This data is from the Open Reaction Database (ORD), a public repository of structured organic reaction records. The task is: describe an organic reaction: reactants, conditions, products, and yield Product: C(=O)(O)C1=CC=C(C=C1)C=1NC2=C(N1)C=CC(=C2)C(=O)O (2-(4-carboxy-phenyl)-3H-benzoimidazole-5-carboxylic acid). Procedure details: A mixture of 2-(4-methoxycarbonyl-phenyl)-3H-benzoimidazole-5-carboxylic acid (4.1 g) in THF (15 mL) and water (18 mL) and LiOH (1.74 g) was stirred for 16 hours at room temperature and then mixed with hot water (100 mL) and charcoal. The mixture was filtered and the filtrate was diluted with ice and water (100 mL) and acidified with conc. HCl. The crude diacid was filtered, washed with water and ether and then recrystallized from THF and MeOH. Yield 3.3 g; TLC single spot [CH2Cl2—CH3OH (9:1)]. Reaction SMILES: C[O:2][C:3]([C:5]1[CH:10]=[CH:9][C:8]([C:11]2[NH:12][C:13]3[CH:19]=[C:18]([C:20]([OH:22])=[O:21])[CH:17]=[CH:16][C:14]=3[N:15]=2)=[CH:7][CH:6]=1)=[O:4].[Li+].[OH-].C>C1COCC1.O>[C:3]([C:5]1[CH:6]=[CH:7][C:8]([C:11]2[NH:12][C:13]3[CH:19]=[C:18]([C:20]([OH:22])=[O:21])[CH:17]=[CH:16][C:14]=3[N:15]=2)=[CH:9][CH:10]=1)([OH:4])=[O:2] |f:1.2|. The reactants are COC(=O)C1=CC=C(C=C1)C=1NC2=C(N1)C=CC(=C2)C(=O)O (2-(4-methoxycarbonyl-phenyl)-3H-benzoimidazole-5-carboxylic acid), [Li+].[OH-] (LiOH), C (charcoal). Solvent: C1CCOC1 (THF), O (water), O (water). Reaction conditions: time 16 hour.